From a dataset of the Open Reaction Database (ORD), a public repository of structured organic reaction records. describe an organic reaction: reactants, conditions, products, and yield Starting materials: ClC1=CC(=C(/C=C/C(=O)OC)C=C1)NS(=O)(=O)C1=CC=CC=C1 (methyl trans-4-chloro-2-(penylsulfonylamino)cinnamate), ClCC(=O)C=1OC=CC1COC (2-chloroacetyl-3-(methoxymethyl)furan). Product: COC(CC1=C(NC2=CC(=CC=C12)Cl)C(=O)C=1OC=CC1COC)=O (Methyl[6-chloro-2-[3-methoxymethyl-2-furoyl]-1H-indol-3-yl]acetate). RXN SMILES: [Cl:1][C:2]1[CH:13]=[CH:12][C:5](/[CH:6]=[CH:7]/[C:8]([O:10][CH3:11])=[O:9])=[C:4]([NH:14]S(C2C=CC=CC=2)(=O)=O)[CH:3]=1.Cl[CH2:25][C:26]([C:28]1[O:29][CH:30]=[CH:31][C:32]=1[CH2:33][O:34][CH3:35])=[O:27]>>[CH3:11][O:10][C:8](=[O:9])[CH2:7][C:6]1[C:5]2[C:4](=[CH:3][C:2]([Cl:1])=[CH:13][CH:12]=2)[NH:14][C:25]=1[C:26]([C:28]1[O:29][CH:30]=[CH:31][C:32]=1[CH2:33][O:34][CH3:35])=[O:27]. Procedure: The title compound was prepared according to the procedure described in Example 57 from methyl trans-4-chloro-2-(penylsulfonylamino)cinnamate (step 1 of Example 8, Method A) and 2-chloroacetyl-3-(methoxymethyl)furan*. Reactants: C(C=1C(O)=CC=CC1)=O (salicylaldehyde), BrCCCCCCl (1-bromo-5-chloro-pentane), C([O-])([O-])=O.[K+].[K+] (potassium carbonate). Solvent: CC(C)O (iPrOH). Product: ClCCCCCOC1=C(C=O)C=CC=C1 (2-(5-Chloropentyloxy)benzaldehyde). The yield is 86.0%. RXN SMILES: [CH:1](=[O:9])[C:2]1[C:3](=[CH:5][CH:6]=[CH:7][CH:8]=1)[OH:4].Br[CH2:11][CH2:12][CH2:13][CH2:14][CH2:15][Cl:16].C(=O)([O-])[O-].[K+].[K+]>CC(O)C>[Cl:16][CH2:15][CH2:14][CH2:13][CH2:12][CH2:11][O:4][C:3]1[CH:5]=[CH:6][CH:7]=[CH:8][C:2]=1[CH:1]=[O:9] |f:2.3.4|. Procedure details: To a solution of 100 g (0.82 mol) of salicylaldehyde in 2000 ml of iPrOH was added 228 g (1.23 mol) of 1-bromo-5-chloro-pentane, followed by 113 g (0.82 mol) of potassium carbonate. The reaction was refluxed under nitrogen and followed by TLC. After cooling to room temperature, the mixture was filtered and the filtrate was concentrated under reduced pressure to remove all solvent. The liquid residue was purified by fractional distillation under reduced pressure: 1st fraction: 45°-50° C., 0.4 mm ...